Dataset: the Open Reaction Database (ORD), a public repository of structured organic reaction records. Task: describe an organic reaction: reactants, conditions, products, and yield Starting materials: [Cl-].[NH4+] (ammonium chloride), ClC=1C=C(C=C(C1OC1=NN(C(C(=C1)C(C)C)=O)CO)Cl)N1N=C(C(NC1=O)=O)C#N (2-[3,5-dichloro-4-(1-hydroxymethyl-5-isopropyl-6-oxo-1,6-dihydro-pyridazin-3-yloxy)-phenyl]-3,5-dioxo-2,3,4,5-tetrahydro-[1,2,4]triazine-6-carbonitrile), 4-N,N-dimethyaminopyridine, C1(CCC(=O)O1)=O (succinic anhydride), C(C)(C)N(C(C)C)CC (N,N-diisopropylethylamine). Run in C(Cl)Cl (methylene chloride). Reaction conditions: temperature 25 celsius, time 3.5 hour. The product is ClC1=C(OC2=NN(C(C(=C2)C(C)C)=O)COC(CCC(=O)O)=O)C(=CC(=C1)N1N=C(C(NC1=O)=O)C#N)Cl (succinic acid mono-{3-[2,6-dichloro-4-(6-cyano-3,5-dioxo-4,5-dihydro-3H-[1,2,4]triazin-2-yl)-phenoxy]-5-isopropyl-6-oxo-6H-pyridazin-1-ylmethyl}ester). The yield is 24.0%. RXN SMILES: [Cl:1][C:2]1[CH:3]=[C:4]([N:22]2[C:27](=[O:28])[NH:26][C:25](=[O:29])[C:24]([C:30]#[N:31])=[N:23]2)[CH:5]=[C:6]([Cl:21])[C:7]=1[O:8][C:9]1[CH:14]=[C:13]([CH:15]([CH3:17])[CH3:16])[C:12](=[O:18])[N:11]([CH2:19][OH:20])[N:10]=1.[C:32]1(=[O:38])[O:37][C:35](=[O:36])[CH2:34][CH2:33]1.C(N(CC)C(C)C)(C)C.[Cl-].[NH4+]>C(Cl)Cl>[Cl:21][C:6]1[CH:5]=[C:4]([N:22]2[C:27](=[O:28])[NH:26][C:25](=[O:29])[C:24]([C:30]#[N:31])=[N:23]2)[CH:3]=[C:2]([Cl:1])[C:7]=1[O:8][C:9]1[CH:14]=[C:13]([CH:15]([CH3:17])[CH3:16])[C:12](=[O:18])[N:11]([CH2:19][O:20][C:32](=[O:38])[CH2:33][CH2:34][C:35]([OH:37])=[O:36])[N:10]=1 |f:3.4|. Procedure: A solution of 2-[3,5-dichloro-4-(1-hydroxymethyl-5-isopropyl-6-oxo-1,6-dihydro-pyridazin-3-yloxy)-phenyl]-3,5-dioxo-2,3,4,5-tetrahydro-[1,2,4]triazine-6-carbonitrile (200 mg, 0.42 mmol), 4-N,N-dimethyaminopyridine (2.6 mg, 0.02 mmol) and succinic anhydride (47 mg, 0.47 mmol) in methylene chloride (2.53 mL) at 25° C. was treated with N,N-diisopropylethylamine (0.17 mL, 0.98 mmol). The reaction mixture was stirred at 25° C. for 3.5 h. At this time, the reaction mixture was poured onto a saturated ... Reactants: Cc1ccccc1, CCC=O, [H][H], O=C(Oc1ccc(Br)c(F)c1)c1ccc([N+](=O)[O-])cc1, O=[Pt]. Yields the product CCCNc1ccc(C(=O)Oc2ccc(Br)c(F)c2)cc1. RXN SMILES: [CH3:27][c:28]1[cH:29][cH:30][cH:31][cH:32][cH:33]1.[CH:21]([CH2:22][CH3:23])=[O:24].[H:25][H:26].[N+:1]([O-:2])(=[O:3])[c:4]1[cH:5][cH:6][c:7]([C:8](=[O:9])[O:10][c:11]2[cH:12][c:13]([F:18])[c:14]([Br:17])[cH:15][cH:16]2)[cH:19][cH:20]1.[Pt:34]=[O:35]>>[NH:1]([c:4]1[cH:5][cH:6][c:7]([C:8](=[O:9])[O:10][c:11]2[cH:12][c:13]([F:18])[c:14]([Br:17])[cH:15][cH:16]2)[cH:19][cH:20]1)[CH2:21][CH2:22][CH3:23]. Starting materials: N[C@@H]1CC[C@H](CC1)NC=1C=C(C=2N(N1)C(=CN2)C=CC2=CC=NC=C2)N(C2=CC=CC=C2)CC2=CC=C(C=C2)OC (N6-(trans-4-aminocyclohexyl)-N8-(4-methoxybenzyl)-N8-phenyl-3-(2-(pyridin-4-yl)vinyl)imidazo[1,2-b]pyridazine-6,8-diamine), C(=O)(C(F)(F)F)O (TFA). Solvent: ClCCl (dichloromethane). Run at time 30 minute. The product is NC1CCC(CC1)NC=1C=C(C=2N(N1)C(=CN2)\C=C\C2=CC=NC=C2)NC2=CC=CC=C2 (N6-(4-Aminocyclohexyl)-N8-phenyl-3-((E)-2-(4-pyridinyl)vinyl)imidazo[1,2-b]pyridazine-6,8-diamine). Yield: 89.8%. As a reaction SMILES: [NH2:1][C@H:2]1[CH2:7][CH2:6][C@H:5]([NH:8][C:9]2[CH:10]=[C:11]([N:26](CC3C=CC(OC)=CC=3)[C:27]3[CH:32]=[CH:31][CH:30]=[CH:29][CH:28]=3)[C:12]3[N:13]([C:15]([CH:18]=[CH:19][C:20]4[CH:25]=[CH:24][N:23]=[CH:22][CH:21]=4)=[CH:16][N:17]=3)[N:14]=2)[CH2:4][CH2:3]1.C(O)(C(F)(F)F)=O>ClCCl>[NH2:1][CH:2]1[CH2:3][CH2:4][CH:5]([NH:8][C:9]2[CH:10]=[C:11]([NH:26][C:27]3[CH:32]=[CH:31][CH:30]=[CH:29][CH:28]=3)[C:12]3[N:13]([C:15](/[CH:18]=[CH:19]/[C:20]4[CH:25]=[CH:24][N:23]=[CH:22][CH:21]=4)=[CH:16][N:17]=3)[N:14]=2)[CH2:6][CH2:7]1. Reported procedure: To N6-(trans-4-aminocyclohexyl)-N8-(4-methoxybenzyl)-N8-phenyl-3-(2-(pyridin-4-yl)vinyl)imidazo[1,2-b]pyridazine-6,8-diamine (30 mg) from step (1c) in dichloromethane at room temperature was added excess TFA. The mixture was stirred for 30 min, concentrated, and the resulting residue was purified by reverse phase preparative HPLC to provide the titled compound as a yellow solid (21 mg). NMR (400 MHz, DMSO-d6) δ ppm 9.05 (1H, s), 8.66 (2H, m), 7.78-7.90 (8H, m), 7.39-7.44 (4H, m), 7.16 (1H, m), 6... Reactants: C(=O)(O)C1=NN(C(=C1OC)C1=CC=C(C=C1)Cl)C1=C(C=CC=C1)Cl (3-carboxy-1-(2-chlorophenyl)-5-(4-chlorophenyl)-4-methoxy-1H-pyrazole), C1(=CC=CC=C1)P(=O)(C1=CC=CC=C1)N=[N+]=[N-] (diphenylphosphorylazide), C(C1=CC=CC=C1)O (benzyl alcohol), C(O)([O-])=O.[Na+] (sodium hydrogencarbonate). The reagents and catalysts are CN(C1=CC=NC=C1)C (4-dimethylaminopyridine). The solvent is C1(=CC=CC=C1)C (toluene), C(C)N(CC)CC (triethylamine). Reaction conditions: temperature 80 celsius, time 3 hour. Product: C(C1=CC=CC=C1)OC(=O)NC1=NN(C(=C1OC)C1=CC=C(C=C1)Cl)C1=C(C=CC=C1)Cl (3-benzyloxycarbonylamino-1-(2-chlorophenyl)-5-(4-chlorophenyl)-4-methoxy-1H-pyrazole). Isolated yield 89.0%. Reaction SMILES: C([C:4]1[C:8]([O:9][CH3:10])=[C:7]([C:11]2[CH:16]=[CH:15][C:14]([Cl:17])=[CH:13][CH:12]=2)[N:6]([C:18]2[CH:23]=[CH:22][CH:21]=[CH:20][C:19]=2[Cl:24])[N:5]=1)(O)=O.C1(P([N:39]=[N+]=[N-])(C2C=CC=CC=2)=O)C=CC=CC=1.[CH2:42]([OH:49])[C:43]1[CH:48]=[CH:47][CH:46]=[CH:45][CH:44]=1.[C:50](=[O:53])([O-])O.[Na+]>C1(C)C=CC=CC=1.CN(C)C1C=CN=CC=1.C(N(CC)CC)C>[CH2:42]([O:49][C:50]([NH:39][C:4]1[C:8]([O:9][CH3:10])=[C:7]([C:11]2[CH:12]=[CH:13][C:14]([Cl:17])=[CH:15][CH:16]=2)[N:6]([C:18]2[CH:23]=[CH:22][CH:21]=[CH:20][C:19]=2[Cl:24])[N:5]=1)=[O:53])[C:43]1[CH:48]=[CH:47][CH:46]=[CH:45][CH:44]=1 |f:3.4|. Procedure details: To a solution of 3-carboxy-1-(2-chlorophenyl)-5-(4-chlorophenyl)-4-methoxy-1H-pyrazole (3.63 g) in toluene (30 mL) was added diphenylphosphorylazide (2.37 mL) and triethylamine (1.67 mL) at 0° C. under nitrogen-gas atmosphere and the mixture was stirred at the same temperature for 30 minutes and at 80° C. for 3 hours. After cooling to 0° C., to the reaction mixture was added benzyl alcohol (1.86 mL) and 4-dimethylaminopyridine (61 mg) and the mixture was stirred at 80° C. overnight. After coolin... Starting materials: C(=O)([O-])[O-].[K+].[K+] (K2CO3), C(CC)I (PrI), C(C)OC(C(=C(C=CC(=C(CC)C1=CC=2C(CCC(C2C=C1O)(C)C)(C)C)F)C)F)=O (2,6-difluoro-7-(3-hydroxy-5,5,8,8-tetramethyl-5,6,7,8-tetrahydro-naphthalen-2-yl)-3-methyl-nona-2,4,6-trienoic acid ethyl ester), C(C)OC(/C(=C(/C=C/C(=C(/CC)\C1=CC=2C(CCC(C2C=C1O)(C)C)(C)C)/F)\C)/F)=O ((2Z,4E,6E)-2,6-Difluoro-7-(3-hydroxy-5,5,8,8-tetramethyl-5,6,7,8-tetrahydro-naphthalen-2-yl)-3-methyl-nona-2,4,6-trienoic acid ethyl ester). Run in CC(=O)C (acetone). Product: C(C)OC(/C(=C(/C=C/C(=C(/CC)\C1=CC=2C(CCC(C2C=C1OCCC)(C)C)(C)C)/F)\C)/F)=O ((2Z,4E,6E)-2,6-Difluoro-3-methyl-7-(5,5,8,8-tetramethyl-3-propoxy-5,6,7,8-tetrahydro-naphthalen-2-yl)-nona-2,4,6-trienoic acid ethyl ester), syrup. The yield is 41.0%. As a reaction SMILES: [CH2:1]([O:3][C:4](=[O:31])[C:5]([F:30])=[C:6]([CH3:29])[CH:7]=[CH:8][C:9]([F:28])=[C:10]([C:13]1[C:22]([OH:23])=[CH:21][C:20]2[C:19]([CH3:25])([CH3:24])[CH2:18][CH2:17][C:16]([CH3:27])([CH3:26])[C:15]=2[CH:14]=1)[CH2:11][CH3:12])[CH3:2].C(O[C:35](=O)/[C:36](/F)=[C:37](\C)/C=C/C(/F)=C(\C1C(O)=CC2C(C)(C)CCC(C)(C)C=2C=1)/CC)C.C([O-])([O-])=O.[K+].[K+].C(I)CC>CC(C)=O>[CH2:1]([O:3][C:4](=[O:31])/[C:5](/[F:30])=[C:6](\[CH3:29])/[CH:7]=[CH:8]/[C:9](/[F:28])=[C:10](\[C:13]1[C:22]([O:23][CH2:35][CH2:36][CH3:37])=[CH:21][C:20]2[C:19]([CH3:24])([CH3:25])[CH2:18][CH2:17][C:16]([CH3:27])([CH3:26])[C:15]=2[CH:14]=1)/[CH2:11][CH3:12])[CH3:2] |f:2.3.4|. Procedure details: Following General Procedure F and using 2,6-difluoro-7-(3-hydroxy-5,5,8,8-tetramethyl-5,6,7,8-tetrahydro-naphthalen-2-yl)-3-methyl-nona-2,4,6-trienoic acid ethyl ester (Intermediate 24, 2-E/Z mixture, 180 mg, 0.42 mmol), K2CO3 (290 mg, 2.1 mmol), and PrI (0.21 mL, 2.1 mmol) in acetone (2 mL), followed by HPLC (2.5% EtOAc-hexane) separation of the 2-E/Z product mixture, the title compound was obtained as a clear syrup (80 mg, 41%). Reactants: stannous chloride dihydrate, C(C)(=O)O (acetic acid), ClC=1C=CC2=C(C(CCS2)(O[Si](C)(C)C)C#N)C1 (6-chloro-4-cyano-4-trimethylsilyloxy-3,4-dihydro-2H-1-benzothiopyran). The solvent is Cl (hydrochloric acid). The product is ClC=1C=CC2=C(C(CCS2)C(=O)O)C1 (6-chloro-3,4-dihydro-2H-1-benzothiopyran-4-carboxylic acid). As a reaction SMILES: [Cl:1][C:2]1[CH:3]=[CH:4][C:5]2[S:10][CH2:9][CH2:8]C(C#N)(O[Si](C)(C)C)[C:6]=2[CH:18]=1.[C:19]([OH:22])(=[O:21])[CH3:20]>Cl>[Cl:1][C:2]1[CH:3]=[CH:4][C:5]2[S:10][CH2:9][CH2:8][CH:20]([C:19]([OH:22])=[O:21])[C:6]=2[CH:18]=1. Procedure details: Following the procedure of Example 2, 6-chloro-4-cyano-4-trimethylsilyloxy-3,4-dihydro-2H-1-benzothiopyran (5.8 g.) was reacted with stannous chloride dihydrate in glacial acetic acid (25 ml.) and concentrated hydrochloric acid (25 ml.). Recrystallization from benzene:cyclohexane gave 6-chloro-3,4-dihydro-2H-1-benzothiopyran-4-carboxylic acid (2.59 g.), m.p. 153°-154° C.